Dataset: the Open Reaction Database (ORD), a public repository of structured organic reaction records. Task: describe an organic reaction: reactants, conditions, products, and yield As a reaction SMILES: [CH3:10][CH:11]1[CH2:12][O:13][CH2:14][CH2:15][NH:16]1.[CH3:23][S:24]([CH3:25])=[O:26].[F:1][c:2]1[cH:3][cH:4][c:5]([C:6]#[N:7])[cH:8][cH:9]1.[K+:17].[K+:18].[O-:19][C:20]([O-:21])=[O:22].[OH2:27]>>[c:2]1([N:16]2[CH:11]([CH3:10])[CH2:12][O:13][CH2:14][CH2:15]2)[cH:3][cH:4][c:5]([C:6]#[N:7])[cH:8][cH:9]1. The reactants are CC1COCCN1, CS(C)=O, N#Cc1ccc(F)cc1, [K+], [K+], O=C([O-])[O-], O. Product: CC1COCCN1c1ccc(C#N)cc1. Reactants: OCCOC1=CC=C(C=C1)CC(C)=O (1-[4-(2-hydroxyethoxy)phenyl]propan-2-one), OC(CN)C1=CC(=C(C=C1)OC)F (2-hydroxy-2-(3-fluoro-4-methoxyphenyl)-ethanamine). Yields the product OCCOC1=CC=C(C=C1)CC(C)NCC(C1=CC(=C(C=C1)OC)F)O (N-[2-(4-(2-Hydroxyethoxy)phenyl)-1-methylethyl]-2-hydroxy-2-(3-fluoro-4-methoxyphenyl)-ethanamine). As a reaction SMILES: [OH:1][CH2:2][CH2:3][O:4][C:5]1[CH:10]=[CH:9][C:8]([CH2:11][C:12](=O)[CH3:13])=[CH:7][CH:6]=1.[OH:15][CH:16]([C:19]1[CH:24]=[CH:23][C:22]([O:25][CH3:26])=[C:21]([F:27])[CH:20]=1)[CH2:17][NH2:18]>>[OH:1][CH2:2][CH2:3][O:4][C:5]1[CH:10]=[CH:9][C:8]([CH2:11][CH:12]([NH:18][CH2:17][CH:16]([OH:15])[C:19]2[CH:24]=[CH:23][C:22]([O:25][CH3:26])=[C:21]([F:27])[CH:20]=2)[CH3:13])=[CH:7][CH:6]=1. Reported procedure: The compound was prepared as in Example 7, from 1-[4-(2-hydroxyethoxy)phenyl]propan-2-one (3.9 g) and 2-hydroxy-2-(3-fluoro-4-methoxyphenyl)-ethanamine (3.75 g) and crystallised from ether-hexane, mp 112°-115° C. as a 82:18 mixture of diastereoisomers. The reactants are solution, FC=1C=CC=2C3=C(NC2C1)CC(NCC3)=O (8-fluoro-2,3,5,6-tetrahydroazepino[4,5-b]indol-4(1H)-one). Run in C(Cl)Cl (CH2Cl2), C1CCOC1 (THF), C1CCOC1 (THF). Run at time 5 minute. The product is FC=1C=CC=2C3=C(NC2C1)CCNCC3 (8-Fluoro 1,2,3,4,5,6-hexahydroazepino[4,5-b]indole). As a reaction SMILES: [F:1][C:2]1[CH:3]=[CH:4][C:5]2[C:6]3[CH2:15][CH2:14][NH:13][C:12](=O)[CH2:11][C:7]=3[NH:8][C:9]=2[CH:10]=1>C(Cl)Cl.C1COCC1>[F:1][C:2]1[CH:3]=[CH:4][C:5]2[C:6]3[CH2:15][CH2:14][NH:13][CH2:12][CH2:11][C:7]=3[NH:8][C:9]=2[CH:10]=1. Procedure details: To a flask containing THF (10 mL) at −78° C. under argon was added a 1 M solution of iBU2AlH in CH2Cl2 (16.3 mL). After 5 min, a solution of 8-fluoro-2,3,5,6-tetrahydroazepino[4,5-b]indol-4(1H)-one (0.175 g, 0.80 mmol) in THF (16 mL) was added. The reaction mixture was allowed to warm to rt, stirred for 48 h, cooled to 0° C., then quenched with MeOH (4.5 mL). It was partitioned between CH2Cl2 and aqueous 1 M KO2CC(OH)C(OH)CO2Na. The CH2Cl2 extracts were washed with brine, dried, filtered, and co... Reactants: N1(N=NC2=C1C=CC=C2)OC2=NC=C(C(=N2)N2CCC(CC2)CNC(OC(C)(C)C)=O)C(N)=O (tert-butyl (1-(2-(1H-benzo[d][1,2,3]triazol-1-yloxy)-5-carbamoylpyrimidin-4-yl)piperidin-4-yl)methylcarbamate), NC1=CC=C(C=C1)N1CCN(CC1)C(C)=O (1-(4-(4-aminophenyl)piperazin-1-yl)ethanone), C1(=CC=C(C=C1)S(=O)(=O)O)C (p-toluenesulfonic acid). Solvent: O1CCOCC1 (dioxane), O1CCOCC1 (dioxane). Reaction conditions: time 30 minute. The product is C(C)(=O)N1CCN(CC1)C1=CC=C(C=C1)NC1=NC=C(C(=N1)N1CCC(CC1)CN)C(=O)N (2-(4-(4-acetylpiperazin-1-yl)phenylamino)-4-(4-(aminomethyl)piperidin-1-yl)pyrimidine-5-carboxamide). Yield: 11.3%. Reaction SMILES: N1(O[C:11]2[N:16]=[C:15]([N:17]3[CH2:22][CH2:21][CH:20]([CH2:23][NH:24]C(=O)OC(C)(C)C)[CH2:19][CH2:18]3)[C:14]([C:32](=[O:34])[NH2:33])=[CH:13][N:12]=2)C2C=CC=CC=2N=N1.[NH2:35][C:36]1[CH:41]=[CH:40][C:39]([N:42]2[CH2:47][CH2:46][N:45]([C:48](=[O:50])[CH3:49])[CH2:44][CH2:43]2)=[CH:38][CH:37]=1.C1(C)C=CC(S(O)(=O)=O)=CC=1>O1CCOCC1>[C:48]([N:45]1[CH2:44][CH2:43][N:42]([C:39]2[CH:40]=[CH:41][C:36]([NH:35][C:11]3[N:16]=[C:15]([N:17]4[CH2:18][CH2:19][CH:20]([CH2:23][NH2:24])[CH2:21][CH2:22]4)[C:14]([C:32]([NH2:33])=[O:34])=[CH:13][N:12]=3)=[CH:37][CH:38]=2)[CH2:47][CH2:46]1)(=[O:50])[CH3:49]. Procedure details: A mixture of tert-butyl (1-(2-(1H-benzo[d][1,2,3]triazol-1-yloxy)-5-carbamoylpyrimidin-4-yl)piperidin-4-yl)methylcarbamate (138 mg, 0.294 mmol), 1-(4-(4-aminophenyl)piperazin-1-yl)ethanone (84 mg, 0.38 mmol) and p-toluenesulfonic acid (56 mg, 0.294 mmol) in dioxane (4 mL) was stirred at 100° C. for 3 h. dioxane was removed in vacuo. The residue was dissolved in CH2C12 (5 mL) and TFA (5 mL). The solution was stirred at room temperature for 30 min. It was then concentrated in vacuo. The residue wa...